This data is from the Open Reaction Database (ORD), a public repository of structured organic reaction records. The task is: describe an organic reaction: reactants, conditions, products, and yield Starting materials: CCOC(=O)COc1cc(F)c(C)cc1C(=O)NCc1ccc(Br)cc1F, CCOC(C)=O, S=P12SP3(=S)SP(=S)(S1)SP(=S)(S2)S3, c1ccncc1. The product is CCOC(=O)COc1cc(F)c(C)cc1C(=S)NCc1ccc(Br)cc1F. As a reaction SMILES: [CH2:1]([CH3:2])[O:3][C:4]([CH2:5][O:6][c:7]1[c:8]([C:15]([NH:16][CH2:17][c:18]2[c:19]([F:25])[cH:20][c:21]([Br:24])[cH:22][cH:23]2)=[O:26])[cH:9][c:10]([CH3:14])[c:11]([F:13])[cH:12]1)=[O:27].[CH3:48][CH2:49][O:50][C:51](=[O:52])[CH3:53].[P:28]12(=[S:29])[S:30][P:31]3(=[S:41])[S:32][P:33](=[S:39])([S:34][P:35](=[S:38])([S:36]3)[S:37]1)[S:40]2.[cH:42]1[cH:43][cH:44][n:45][cH:46][cH:47]1>>[CH2:1]([CH3:2])[O:3][C:4]([CH2:5][O:6][c:7]1[c:8]([C:15]([NH:16][CH2:17][c:18]2[c:19]([F:25])[cH:20][c:21]([Br:24])[cH:22][cH:23]2)=[S:29])[cH:9][c:10]([CH3:14])[c:11]([F:13])[cH:12]1)=[O:27]. The reactants are P(O)(O)(O)=O (phosphoric acid), [OH-].[Li+] (lithium hydroxide), C(C)OP(=O)(CC1CCCCC1)C[C@H](CNC(C)C1=CC(=CC=C1)C#N)O (3-{N-[1-(3-cyanophenyl)ethyl]amino}-2(S)-hydroxy-propyl(cyclohexylmethyl)phosphinic acid ethyl ester). Run in O (water), C(C)O (ethanol). Yields the product C(=O)(O)C=1C=C(C=CC1)C(C)NC[C@@H](CP([O-])(=O)CC1CCCCC1)O.[Li+] (lithium 3-{N-[1-(3-carboxyphenyl)ethyl]amino}-2(S)-hydroxy-propyl(cyclohexylmethyl)phosphinate). As a reaction SMILES: [OH-:1].[Li+:2].C([O:5][P:6]([CH2:15][C@@H:16]([OH:29])[CH2:17][NH:18][CH:19]([C:21]1[CH:26]=[CH:25][CH:24]=[C:23]([C:27]#N)[CH:22]=1)[CH3:20])([CH2:8][CH:9]1[CH2:14][CH2:13][CH2:12][CH2:11][CH2:10]1)=[O:7])C.P(=O)(O)(O)[OH:31]>O.C(O)C>[C:27]([C:23]1[CH:22]=[C:21]([CH:19]([NH:18][CH2:17][C@H:16]([OH:29])[CH2:15][P:6]([CH2:8][CH:9]2[CH2:14][CH2:13][CH2:12][CH2:11][CH2:10]2)(=[O:7])[O-:5])[CH3:20])[CH:26]=[CH:25][CH:24]=1)([OH:31])=[O:1].[Li+:2] |f:0.1,6.7|. Procedure: A solution of 0.4 g of lithium hydroxide in 10 ml of water is added to a solution of 3.0 g of 3-{N-[1-(3-cyanophenyl)ethyl]amino}-2(S)-hydroxy-propyl(cyclohexylmethyl)phosphinic acid ethyl ester in 10 ml of ethanol and the batch is heated under reflux for 24 hours. It is cooled to 4° and neutralised with aqueous phosphoric acid. The solvent is removed and the residue is taken up in warm methanol and filtered. Removal of the solvent and crystallisation from ethanol/acetone gives lithium 3-{N-[1-(... Starting materials: C(C1=CC=CC=C1)N (benzylamine), OC(C[NH-])C(C(C(CO)O)O)O (2,3,4,5,6-pentahydroxyhexylamide), O(C1=CC=C(C(=O)O)C=C1)C1=CC=C(C(=O)O)C=C1 (4,4′-oxybisbenzoic acid). Product: OC(C[NH-])C(C(C(CO)O)O)O (2,3,4,5,6-pentahydroxyhexylamide), OC(CCC1C(N(C1C1=CC=CC=C1)C1=CC=C(CNC(=O)C2=CC=C(OC3=CC=C(C(=O)O)C=C3)C=C2)C=C1)=O)C1=CC=CC=C1 (4-(4-{4-[3-(3-hydroxy-3-phenylpropyl)-2-oxo-4-phenylazetidin-1-yl]benzylcarbamoyl}phenoxy)benzoic acid). Reaction SMILES: [CH2:1]([NH2:8])[C:2]1[CH:7]=[CH:6][CH:5]=[CH:4][CH:3]=1.[OH:9][CH:10]([CH:13]([OH:20])[CH:14]([OH:19])[CH:15]([OH:18])[CH2:16][OH:17])[CH2:11][NH-:12].[O:21]([C:31]1[CH:39]=[CH:38][C:34]([C:35]([OH:37])=O)=[CH:33][CH:32]=1)[C:22]1[CH:30]=[CH:29][C:25]([C:26]([OH:28])=[O:27])=[CH:24][CH:23]=1>>[OH:9][CH:10]([CH:13]([OH:20])[CH:14]([OH:19])[CH:15]([OH:18])[CH2:16][OH:17])[CH2:11][NH-:12].[OH:9][CH:10]([C:11]1[CH:6]=[CH:7][CH:2]=[CH:3][CH:4]=1)[CH2:13][CH2:14][CH:15]1[CH:1]([C:2]2[CH:7]=[CH:6][CH:5]=[CH:4][CH:3]=2)[N:8]([C:5]2[CH:6]=[CH:7][C:2]([CH2:1][NH:8][C:35]([C:34]3[CH:33]=[CH:32][C:31]([O:21][C:22]4[CH:23]=[CH:24][C:25]([C:26]([OH:28])=[O:27])=[CH:29][CH:30]=4)=[CH:39][CH:38]=3)=[O:37])=[CH:3][CH:4]=2)[C:16]1=[O:17]. Procedure: The benzylamine from ha was reacted with the 2,3,4,5,6-pentahydroxyhexylamide of 4,4′-oxybisbenzoic acid from If as described in Example I. This produced the 2,3,4,5,6-pentahydroxyhexylamide of 4-(4-{4-[3-(3-hydroxy-3-phenylpropyl)-2-oxo-4-phenylazetidin-1-yl]benzylcarbamoyl}phenoxy)benzoic acid (9) of molecular weight 789.89 (C45H47N3O10); MS (ESI): 790.26 (MH+). Starting materials: C/C=1/C(=O)OC(\C1\C)=O (2,3-dimethylmaleic anhydride), C(O)CN (ethanolamine). The product is OCCN1C(C(=C(C1=O)C)C)=O (N(2-hydroxyethyl)-2,3-dimethylmaleimide). The yield is 88.7%. Reaction SMILES: [CH3:1][C:2]1[C:3]([O:5][C:6](=[O:9])[C:7]=1[CH3:8])=O.[CH2:10]([CH2:12][NH2:13])[OH:11]>>[OH:11][CH2:10][CH2:12][N:13]1[C:6](=[O:9])[C:7]([CH3:8])=[C:2]([CH3:1])[C:3]1=[O:5]. Procedure: Analogously to Example 2, 126 g (1 l mol) of 2,3-dimethylmaleic anhydride and 61 g (1 mol) of ethanolamine are reacted to give 150 g of N(2-hydroxyethyl)-2,3-dimethylmaleimide (boiling point 110° C. under 13.3 Pa; yield 89% of theory). The N(2-hydroxyethyl)-2,3-dimethylmaleimide is mixed with 181.5 g (1.78 mols) of acetic anhydride and 3 drops of concentrated sulfuric acid and the mixture is refluxed for one hour in an oil bath heated to 160° C. The acetic acid formed and the acetic anhydride ar... The reactants are C(C1=CC=CC=C1)OC1=CC=C(C=C1)NC(=O)NCC (N-[4-(Benzyloxy)phenyl]-N′-ethylurea), C(C)O (ethanol), [H][H] (hydrogen). Reagents/catalysts: [Pd] (Palladium on carbon). The product is C(C)NC(=O)NC1=CC=C(C=C1)OC[C@H]1OC1 (N-Ethyl-N′-{4-[(2S)oxiranylmethoxy]phenyl}urea). RXN SMILES: [CH2:1]([O:8][C:9]1[CH:14]=[CH:13][C:12]([NH:15][C:16]([NH:18][CH2:19][CH3:20])=[O:17])=[CH:11][CH:10]=1)[C:2]1C=CC=C[CH:3]=1.[H][H].C([OH:25])C>[Pd]>[CH2:19]([NH:18][C:16]([NH:15][C:12]1[CH:13]=[CH:14][C:9]([O:8][CH2:1][C@@H:2]2[CH2:3][O:25]2)=[CH:10][CH:11]=1)=[O:17])[CH3:20]. Procedure: N-[4-(Benzyloxy)phenyl]-N′-ethylurea (6.3 g, 23.30 mmol) was dissolved in ethanol (150 mL). 10% Palladium on carbon (0.6 g) was added and the mixture shaken overnight under 50 psi hydrogen on a Parr apparatus. The solution was filtered through a Celite pad, the residue washed with ethanol and the solvent removed in vacuo to yield the title compound (3.84 g, 21.2 mmol). Yield: 26.0%. The product is C(#N)C=1C=C2C(NC(=NC2=CC1)C(=O)NCC1=CC(=CC=C1)OCCSC1=NNC=N1)=O (6-cyano-4-oxo-N-[(3-{[2-(1H-1,2,4-triazol-3-ylthio)ethyl]oxy}phenyl)methyl]-3,4-dihydroquinazoline-2-carboxamide). Procedure: A suspension of 1-(3-{[2-(1H-1,2,4-triazol-3-ylthio)ethyl]oxy}phenyl)methanamine obtained in Reference Example 3 (300 mg, 0.999 mmol), ethyl 6-cyano-4-oxo-3,4-dihydroquinazoline-2-carboxylate obtained in Reference Example 51 (200 mg, 0.822 mmol) and diisopropylethylamine (0.180 mL, 1.05 mmol) in ethanol (2 mL) was stirred at 90° C. for 2 days. The reaction solvent was evaporated under reduced pressure, and the residue was purified by preparative HPLC (GILSON 215LIQUD HANDLER, 322PUMP, UV/VIS-156... As a reaction SMILES: [NH:1]1[CH:5]=[N:4][C:3]([S:6][CH2:7][CH2:8][O:9][C:10]2[CH:11]=[C:12]([CH2:16][NH2:17])[CH:13]=[CH:14][CH:15]=2)=[N:2]1.[C:18]([C:20]1[CH:21]=[C:22]2[C:27](=[CH:28][CH:29]=1)[N:26]=[C:25]([C:30](OCC)=[O:31])[NH:24][C:23]2=[O:35])#[N:19].C(N(C(C)C)CC)(C)C>C(O)C>[C:18]([C:20]1[CH:21]=[C:22]2[C:27](=[CH:28][CH:29]=1)[N:26]=[C:25]([C:30]([NH:17][CH2:16][C:12]1[CH:13]=[CH:14][CH:15]=[C:10]([O:9][CH2:8][CH2:7][S:6][C:3]3[N:4]=[CH:5][NH:1][N:2]=3)[CH:11]=1)=[O:31])[NH:24][C:23]2=[O:35])#[N:19]. Reactants: N1N=C(N=C1)SCCOC=1C=C(C=CC1)CN (1-(3-{[2-(1H-1,2,4-triazol-3-ylthio)ethyl]oxy}phenyl)methanamine), Example 51, C(C)(C)N(CC)C(C)C (diisopropylethylamine), Example 3, C(#N)C=1C=C2C(NC(=NC2=CC1)C(=O)OCC)=O (ethyl 6-cyano-4-oxo-3,4-dihydroquinazoline-2-carboxylate). Run at temperature 90 celsius, time 2 day. Solvent: C(C)O (ethanol). Reactants: N1(CCOCC1)C(=O)N1CC(CC(C1)C1=CC=C(C=C1)OC(F)(F)F)C(=O)O (1-(Morpholin-4-ylcarbonyl)-5-[4-(trifluoromethoxy)phenyl]piperidine-3-carboxylic acid), ON=C(CCC)N (N′-hydroxybutanimidamide). The product is N1(CCOCC1)C(=O)N1CC(CC(C1)C1=CC=C(C=C1)OC(F)(F)F)C1=NC(=NO1)CCC (Morpholin-4-yl{3-(3-propyl-1,2,4-oxadiazol-5-yl)-5-[4-(trifluoromethoxy)phenyl]piperidin-1-yl}-methanone). Reaction SMILES: [N:1]1([C:7]([N:9]2[CH2:14][CH:13]([C:15]3[CH:20]=[CH:19][C:18]([O:21][C:22]([F:25])([F:24])[F:23])=[CH:17][CH:16]=3)[CH2:12][CH:11]([C:26]([OH:28])=O)[CH2:10]2)=[O:8])[CH2:6][CH2:5][O:4][CH2:3][CH2:2]1.O[N:30]=[C:31]([NH2:35])[CH2:32][CH2:33][CH3:34]>>[N:1]1([C:7]([N:9]2[CH2:14][CH:13]([C:15]3[CH:16]=[CH:17][C:18]([O:21][C:22]([F:23])([F:24])[F:25])=[CH:19][CH:20]=3)[CH2:12][CH:11]([C:26]3[O:28][N:35]=[C:31]([CH2:32][CH2:33][CH3:34])[N:30]=3)[CH2:10]2)=[O:8])[CH2:2][CH2:3][O:4][CH2:5][CH2:6]1. Procedure: 150 mg (0.373 mmol) of the compound from Example 44A and 70 mg (0.746 mmol) of N′-hydroxybutanimidamide were reacted according to the General Method 2. Yield: 174 mg (93% of theory).